Dataset: the Open Reaction Database (ORD), a public repository of structured organic reaction records. Task: describe an organic reaction: reactants, conditions, products, and yield The reactants are CCCCC1=NC(=C(N1CC=2C=CC(=CC2)C=3C=CC=CC3C4=NNN=N4)CO)Cl (Losartan), [O-]CC.[Mg+2].[O-]CC (magnesium ethoxide), CCCCCCC (n-heptane). The solvent is C(C)(C)O (i-propanol). Yields the product CCCCC1=NC(=C(N1CC=2C=CC(=CC2)C=3C=CC=CC3C4=NNN=N4)CO)Cl.[Mg] (losartan magnesium). Yield: 159.8%. RXN SMILES: [CH3:1][CH2:2][CH2:3][CH2:4][C:5]1[N:9]([CH2:10][C:11]2[CH:12]=[CH:13][C:14]([C:17]3[CH:18]=[CH:19][CH:20]=[CH:21][C:22]=3[C:23]3[N:27]=[N:26][NH:25][N:24]=3)=[CH:15][CH:16]=2)[C:8]([CH2:28][OH:29])=[C:7]([Cl:30])[N:6]=1.[O-]CC.[Mg+2:34].[O-]CC.CCCCCCC>C(O)(C)C>[CH3:1][CH2:2][CH2:3][CH2:4][C:5]1[N:9]([CH2:10][C:11]2[CH:16]=[CH:15][C:14]([C:17]3[CH:18]=[CH:19][CH:20]=[CH:21][C:22]=3[C:23]3[N:27]=[N:26][NH:25][N:24]=3)=[CH:13][CH:12]=2)[C:8]([CH2:28][OH:29])=[C:7]([Cl:30])[N:6]=1.[Mg:34] |f:1.2.3,6.7|. Procedure details: To 40.81 g of losartan of Example 1 in 235 ml of i-propanol, 6.07 g magnesium ethoxide were added, and stirred at reflux temperature overnight. Reaction mixture was hot filtered, 650 ml n-heptane were added, and cooled to room temperature for the product to precipitate. It was filtered and washed with 110 ml n-heptane, and dried in vacuo at 50° C. to yield 37.9 g losartan magnesium. Starting materials: ClC(Cl)(Cl)Cl, Cc1cc(NC(=O)c2cnccc2C(F)(F)F)on1, O=C1CCC(=O)N1Cl, O. Yields the product Cc1noc(NC(=O)c2cnccc2C(F)(F)F)c1Cl. Reaction SMILES: [C:20]([Cl:21])([Cl:22])([Cl:23])[Cl:24].[CH3:1][c:2]1[n:3][o:4][c:5]([NH:7][C:8]([c:9]2[cH:10][n:11][cH:12][cH:13][c:14]2[C:15]([F:16])([F:17])[F:18])=[O:19])[cH:6]1.[Cl:25][N:26]1[C:27](=[O:28])[CH2:29][CH2:30][C:31]1=[O:32].[OH2:33]>>[CH3:1][c:2]1[n:3][o:4][c:5]([NH:7][C:8]([c:9]2[cH:10][n:11][cH:12][cH:13][c:14]2[C:15]([F:16])([F:17])[F:18])=[O:19])[c:6]1[Cl:21]. The reactants are BrC1=C(C=C(C=C1)OCC1=CC2=CC=CC=C2C=C1)N (2-bromo-5-(2-naphthylmethoxy)phenylamine), ClC=1C=C(C=C(C1)Cl)N=C=S (3,5-dichlorophenylisothiocyanate). The solvent is ClCCl (dichloromethane). The product is ClC=1C=C(C=C(C1)Cl)NC(=S)NC1=C(C=CC(=C1)OCC1=CC=CC2=CC=CC=C12)Br ([(3,5-Dichlorophenyl)amino]{[2-bromo-5-(naphthylmethoxy)phenyl]amino}methane-1-thione). The yield is 37.6%. As a reaction SMILES: [Br:1][C:2]1[CH:7]=[CH:6][C:5]([O:8][CH2:9][C:10]2[CH:19]=[CH:18][C:17]3[C:12](=[CH:13][CH:14]=[CH:15][CH:16]=3)[CH:11]=2)=[CH:4][C:3]=1[NH2:20].[Cl:21][C:22]1[CH:23]=[C:24]([N:29]=[C:30]=[S:31])[CH:25]=[C:26]([Cl:28])[CH:27]=1>ClCCl>[Cl:21][C:22]1[CH:23]=[C:24]([NH:29][C:30]([NH:20][C:3]2[CH:4]=[C:5]([O:8][CH2:9][C:10]3[C:11]4[C:12](=[CH:13][CH:14]=[CH:15][CH:16]=4)[CH:17]=[CH:18][CH:19]=3)[CH:6]=[CH:7][C:2]=2[Br:1])=[S:31])[CH:25]=[C:26]([Cl:28])[CH:27]=1. Procedure details: A solution of 2-bromo-5-(2-naphthylmethoxy)phenylamine (100 mg, 0.3 mmol) and 3,5-dichlorophenylisothiocyanate (60 mg, 0.3 mmol) in 10 mL of dichloromethane was stirred at room temperature for 16 h. The reaction mixture was evaporated to dryness and the residue recrystallized from ethyl acetate/hexane to give 60 mg of product in (38%) yield as a white solid: mp 149-151° C. 1H NMR (400 MHz, Me2SO-d6) δ5.56 (s, 2H); 7.02 (dd, 1H, J=3.0, 8.9); 7.29 (d, 1H, J=3.0); 7.35 (t, 1H, J=1.8); 7.49-7.69 (m,...